Dataset: the Open Reaction Database (ORD), a public repository of structured organic reaction records. Task: describe an organic reaction: reactants, conditions, products, and yield Starting materials: C1(=CC=CC=C1)N1C(NC(=C1C1=CC=CC=C1)C1=CC=CC=C1)=O (1,4,5-triphenylimidazol-2-one), BrC(CCC)(CCC)Br (dibromoheptane), C([O-])([O-])=O.[K+].[K+] (potassium carbonate), CC(CC)=O (butanone). The product is C1(=CC=CC=C1)N1C(N(C(=C1C1=CC=CC=C1)C1=CC=CC=C1)CCCCCCCBr)=O (1,4,5-triphenyl-3-(7-bromoheptyl)imidazole-2-one). Yield: 46.0%. As a reaction SMILES: [C:1]1([N:7]2[C:11]([C:12]3[CH:17]=[CH:16][CH:15]=[CH:14][CH:13]=3)=[C:10]([C:18]3[CH:23]=[CH:22][CH:21]=[CH:20][CH:19]=3)[NH:9][C:8]2=[O:24])[CH:6]=[CH:5][CH:4]=[CH:3][CH:2]=1.[Br:25][C:26](Br)(CCC)[CH2:27][CH2:28]C.C(=O)([O-])[O-].[K+].[K+].[CH3:40][C:41](=O)[CH2:42][CH3:43]>>[C:1]1([N:7]2[C:11]([C:12]3[CH:17]=[CH:16][CH:15]=[CH:14][CH:13]=3)=[C:10]([C:18]3[CH:23]=[CH:22][CH:21]=[CH:20][CH:19]=3)[N:9]([CH2:40][CH2:41][CH2:42][CH2:43][CH2:28][CH2:27][CH2:26][Br:25])[C:8]2=[O:24])[CH:6]=[CH:5][CH:4]=[CH:3][CH:2]=1 |f:2.3.4|. Procedure: A mixture of 1,4,5-triphenylimidazol-2-one (15.3 g), dibromoheptane (50.6 g) and potassium carbonate (13.8 g) was heated at reflux temperature in dry butanone (750 ml) for 20 hours. The mixture was cooled, filtered and the filtrate evaporated to an oil which was chromatographed on silica gel (hexane/ethyl acetate) to give 1,4,5-triphenyl-3-(7-bromoheptyl)imidazole-2-one (11.1 g, 46%) as an oil. The reactants are N(C(=N)N)C=1SC(=CN1)C(=O)O (2-guanidino-thiazole-5-carboxylic acid), Cl.N1CC(CCC1)COCC(=O)OCC (ethyl (RS)-(piperidin-3-ylmethoxy)-acetate hydrochloride). The product is N(C(=N)N)C=1SC(=CN1)C(=O)N1CC(CCC1)COCC(=O)OCC (ethyl (RS)-[1-(2-guanidino-thiazole-5-carbonyl)-piperidin-3-ylmethoxy]-acetate). Reaction SMILES: [NH:1]([C:5]1[S:6][C:7]([C:10]([OH:12])=O)=[CH:8][N:9]=1)[C:2]([NH2:4])=[NH:3].Cl.[NH:14]1[CH2:19][CH2:18][CH2:17][CH:16]([CH2:20][O:21][CH2:22][C:23]([O:25][CH2:26][CH3:27])=[O:24])[CH2:15]1>>[NH:1]([C:5]1[S:6][C:7]([C:10]([N:14]2[CH2:19][CH2:18][CH2:17][CH:16]([CH2:20][O:21][CH2:22][C:23]([O:25][CH2:26][CH3:27])=[O:24])[CH2:15]2)=[O:12])=[CH:8][N:9]=1)[C:2]([NH2:4])=[NH:3] |f:1.2|. Procedure details: In the same manner as described in Example 4, from 2-guanidino-thiazole-5-carboxylic acid and ethyl (RS)-(piperidin-3-ylmethoxy)-acetate hydrochloride there is obtained ethyl (RS)-[1-(2-guanidino-thiazole-5-carbonyl)-piperidin-3-ylmethoxy]-acetate, m.p. 156° C., MS: 370 (M+H)+. Reactants: BrC=1SC(=CN1)C(=O)OCC (ethyl 2-bromo-1,3-thiazole-5-carboxylate), N1=CC=C(C=C1)B(O)O (pyridine-4-ylboronic acid), C([O-])([O-])=O.[K+].[K+] (potassium carbonate). Reagents/catalysts: C=1C=CC(=CC1)[P](C=2C=CC=CC2)(C=3C=CC=CC3)[Pd]([P](C=4C=CC=CC4)(C=5C=CC=CC5)C=6C=CC=CC6)([P](C=7C=CC=CC7)(C=8C=CC=CC8)C=9C=CC=CC9)[P](C=1C=CC=CC1)(C=1C=CC=CC1)C=1C=CC=CC1 (tetrakis(triphenylphosphine)palladium(0)). Run in O1CCOCC1 (1,4-dioxane), O (water), O (water). Run at time 20 minute. Yields the product N1=CC=C(C=C1)C=1SC(=CN1)C(=O)O (2-pyridin-4-yl-1,3-thiazole-5-carboxylic acid). RXN SMILES: Br[C:2]1[S:3][C:4]([C:7]([O:9]CC)=[O:8])=[CH:5][N:6]=1.[N:12]1[CH:17]=[CH:16][C:15](B(O)O)=[CH:14][CH:13]=1.C(=O)([O-])[O-].[K+].[K+]>O1CCOCC1.O.C1C=CC([P]([Pd]([P](C2C=CC=CC=2)(C2C=CC=CC=2)C2C=CC=CC=2)([P](C2C=CC=CC=2)(C2C=CC=CC=2)C2C=CC=CC=2)[P](C2C=CC=CC=2)(C2C=CC=CC=2)C2C=CC=CC=2)(C2C=CC=CC=2)C2C=CC=CC=2)=CC=1>[N:12]1[CH:17]=[CH:16][C:15]([C:2]2[S:3][C:4]([C:7]([OH:9])=[O:8])=[CH:5][N:6]=2)=[CH:14][CH:13]=1 |f:2.3.4,^1:37,39,58,77|. Reported procedure: A mixture of ethyl 2-bromo-1,3-thiazole-5-carboxylate (0.095 mL, 0.64 mmol), pyridine-4-ylboronic acid (0.094 g, 0.76 mmol), tetrakis(triphenylphosphine)palladium(0) (0.007 g, 0.006 mmol), and potassium carbonate (0.263 g, 1.91 mmol) in 1,4-dioxane (10 mL) and water (0.5 mL) was subjected to MWI at 160° C. for 20 min. The reaction mixture was diluted with water and extracted with EtOAc. The organic solutions were combined, acidified and concentrated. The residue was dissolved in EtOAc and brine ... The reactants are C(=O)(C(F)(F)F)O (TFA), C(C)(C)(C)OC(=O)N1CCC(CC1)C(C#C[C@]1(CN2CCC1CC2)OC)(C2=CC=CC=C2)O (tert-butyl-4-(1-hydroxy-3-[(3R)-3-methoxy-1-azabicyclo[2.2.2]oct-3-yl]-1-phenyl-2-propynyl}-1-piperidinecarboxylate). Run in C(Cl)Cl (CH2Cl2). Reaction conditions: time 3 hour. Yields the product CO[C@@]1(CN2CCC1CC2)C#CC(O)(C2CCNCC2)C2=CC=CC=C2 (3-[(3R)-3-methoxy-1-azabicyclo[2.2.2]oct-3-yl]-1-phenyl-1-(4-piperidinyl)-2-propyn-1-ol). Reaction SMILES: C(O)(C(F)(F)F)=O.C(OC([N:15]1[CH2:20][CH2:19][CH:18]([C:21]([OH:40])([C:34]2[CH:39]=[CH:38][CH:37]=[CH:36][CH:35]=2)[C:22]#[C:23][C@:24]2([O:32][CH3:33])[CH:29]3[CH2:30][CH2:31][N:26]([CH2:27][CH2:28]3)[CH2:25]2)[CH2:17][CH2:16]1)=O)(C)(C)C>C(Cl)Cl>[CH3:33][O:32][C@@:24]1([C:23]#[C:22][C:21]([C:34]2[CH:39]=[CH:38][CH:37]=[CH:36][CH:35]=2)([CH:18]2[CH2:17][CH2:16][NH:15][CH2:20][CH2:19]2)[OH:40])[CH:29]2[CH2:30][CH2:31][N:26]([CH2:27][CH2:28]2)[CH2:25]1. Reported procedure: Neat TFA (130 μL, 1.67 mmol) was added in one portion to a solution of tert-butyl-4-(1-hydroxy-3-[(3R)-3-methoxy-1-azabicyclo[2.2.2]oct-3-yl]-1-phenyl-2-propynyl}-1-piperidinecarboxylate 170 (190 mg, 0.42 mmol) in CH2Cl2 (5 ml) at 0° C. After 3 hours at the same temperature, the cooling bath was removed and the reaction warmed up at room temperature. After 10 hours, the reaction was diluted with ether and cooled at 0° C. A solution of NaHCO3 was slowly added till pH was made basic. After separat... Starting materials: COC(=O)Cc1cccc(CC(C)(C)NCC(O[Si](C)(C)C(C)(C)C)c2ccc(OCc3ccccc3)c(CO)c2)c1, CO, [Li+], C1CCOC1, [OH-]. Product: CC(C)(Cc1cccc(CC(=O)O)c1)NCC(O[Si](C)(C)C(C)(C)C)c1ccc(OCc2ccccc2)c(CO)c1. As a reaction SMILES: [CH2:3]([c:4]1[cH:5][cH:6][cH:7][cH:8][cH:9]1)[O:10][c:11]1[c:12]([CH2:43][OH:44])[cH:13][c:14]([CH:17]([CH2:18][NH:19][C:20]([CH2:21][c:22]2[cH:23][c:24]([CH2:28][C:29](=[O:30])[O:31][CH3:32])[cH:25][cH:26][cH:27]2)([CH3:33])[CH3:34])[O:35][Si:36]([CH3:37])([CH3:38])[C:39]([CH3:40])([CH3:41])[CH3:42])[cH:15][cH:16]1.[CH3:50][OH:51].[Li+:1].[O:45]1[CH2:46][CH2:47][CH2:48][CH2:49]1.[OH-:2]>>[CH2:3]([c:4]1[cH:5][cH:6][cH:7][cH:8][cH:9]1)[O:10][c:11]1[c:12]([CH2:43][OH:44])[cH:13][c:14]([CH:17]([CH2:18][NH:19][C:20]([CH2:21][c:22]2[cH:23][c:24]([CH2:28][C:29](=[O:30])[OH:31])[cH:25][cH:26][cH:27]2)([CH3:33])[CH3:34])[O:35][Si:36]([CH3:37])([CH3:38])[C:39]([CH3:40])([CH3:41])[CH3:42])[cH:15][cH:16]1. Reactants: ClC=1N=C(C(=NC1CC)C(=O)N)NC1=CC=C(C=C1)N1CCC(CC1)N1CCN(CC1)C (5-chloro-6-ethyl-3-({4-[4-(4-methylpiperazin-1-yl)piperidin-1-yl]phenyl}amino)pyrazine-2-carboxamide), NCC1CCN(CC1)C(=O)OC(C)(C)C (tert-butyl 4-(aminomethyl)piperidine-1-carboxylate), C(C)(C)N(CC)C(C)C (diisopropylethylamine). Solvent: CN1C(CCC1)=O (N-methylpyrrolidone). The product is C(N)(=O)C=1N=C(C(=NC1NC1=CC=C(C=C1)N1CCC(CC1)N1CCN(CC1)C)NCC1CCN(CC1)C(=O)OC(C)(C)C)CC (tert-butyl 4-({[5-carbamoyl-3-ethyl-6-({4-[4-(4-methylpiperazin-1-yl)piperidin-1-yl]phenyl}amino)pyrazin-2-yl]amino}methyl)piperidine-1-carboxylate). As a reaction SMILES: Cl[C:2]1[N:3]=[C:4]([NH:13][C:14]2[CH:19]=[CH:18][C:17]([N:20]3[CH2:25][CH2:24][CH:23]([N:26]4[CH2:31][CH2:30][N:29]([CH3:32])[CH2:28][CH2:27]4)[CH2:22][CH2:21]3)=[CH:16][CH:15]=2)[C:5]([C:10]([NH2:12])=[O:11])=[N:6][C:7]=1[CH2:8][CH3:9].[NH2:33][CH2:34][CH:35]1[CH2:40][CH2:39][N:38]([C:41]([O:43][C:44]([CH3:47])([CH3:46])[CH3:45])=[O:42])[CH2:37][CH2:36]1.C(N(C(C)C)CC)(C)C>CN1CCCC1=O>[C:10]([C:5]1[N:6]=[C:7]([CH2:8][CH3:9])[C:2]([NH:33][CH2:34][CH:35]2[CH2:40][CH2:39][N:38]([C:41]([O:43][C:44]([CH3:47])([CH3:46])[CH3:45])=[O:42])[CH2:37][CH2:36]2)=[N:3][C:4]=1[NH:13][C:14]1[CH:19]=[CH:18][C:17]([N:20]2[CH2:25][CH2:24][CH:23]([N:26]3[CH2:31][CH2:30][N:29]([CH3:32])[CH2:28][CH2:27]3)[CH2:22][CH2:21]2)=[CH:16][CH:15]=1)(=[O:11])[NH2:12]. Reported procedure: A mixture of 5-chloro-6-ethyl-3-({4-[4-(4-methylpiperazin-1-yl)piperidin-1-yl]phenyl}amino)pyrazine-2-carboxamide (200 mg), tert-butyl 4-(aminomethyl)piperidine-1-carboxylate (300 μL), diisopropylethylamine (240 μL), and N-methylpyrrolidone (0.8 mL) was reacted in a microwave reaction device at 160° C. for 2 hours. The mixture was subjected to liquid separation with ethyl acetate and water, and the organic phase was dried over magnesium sulfate, and then the solvent was evaporated under reduced ... Reactants: CCOC(=O)CN1C(=O)c2cccc3cccc(c23)C1=S, CO, [Na+], [OH-]. Product: O=C(O)CN1C(=O)c2cccc3cccc(c23)C1=S. As a reaction SMILES: [CH2:1]([CH3:2])[O:3][C:4]([CH2:5][N:6]1[C:7](=[O:20])[c:8]2[cH:9][cH:10][cH:11][c:12]3[c:13]2[c:14]([cH:17][cH:18][cH:19]3)[C:15]1=[S:16])=[O:21].[CH3:24][OH:25].[Na+:23].[OH-:22]>>[O:3]=[C:4]([CH2:5][N:6]1[C:7](=[O:20])[c:8]2[cH:9][cH:10][cH:11][c:12]3[c:13]2[c:14]([cH:17][cH:18][cH:19]3)[C:15]1=[S:16])[OH:21].